This data is from the Open Reaction Database (ORD), a public repository of structured organic reaction records. The task is: describe an organic reaction: reactants, conditions, products, and yield Reactants: CCO, CCOCC, NN, CONC(=O)N(Cc1ccsc1)C1CCN(CCCN2C(=O)c3ccccc3C2=O)CC1, O. The product is CONC(=O)N(Cc1ccsc1)C1CCN(CCCN)CC1. RXN SMILES: [CH3:36][CH2:37][OH:38].[CH3:39][CH2:40][O:41][CH2:42][CH3:43].[NH2:34][NH2:35].[O:1]=[C:2]1[N:3]([CH2:12][CH2:13][CH2:14][N:15]2[CH2:16][CH2:17][CH:18]([N:21]([C:22](=[O:23])[NH:24][O:25][CH3:26])[CH2:27][c:28]3[cH:29][s:30][cH:31][cH:32]3)[CH2:19][CH2:20]2)[C:10](=[O:11])[c:5]2[c:4]1[cH:9][cH:8][cH:7][cH:6]2.[OH2:33]>>[NH2:3][CH2:12][CH2:13][CH2:14][N:15]1[CH2:16][CH2:17][CH:18]([N:21]([C:22](=[O:23])[NH:24][O:25][CH3:26])[CH2:27][c:28]2[cH:29][s:30][cH:31][cH:32]2)[CH2:19][CH2:20]1. Starting materials: C1(=CC=CC=C1)CCC#N (3-phenylpropionitrile), [Si](C)(C)(C(C)(C)C)OCCI (2-(t-butyldimethylsilyloxy)ethyl iodide), [Si](C)(C)(C(C)(C)C)OCCI (2-(t-butyldimethylsilyloxy)ethyl iodide), O1CCCC1 (tetrahydrofuran), C[Si](C)(C)[N-][Si](C)(C)C.[Li+] (lithium bis(trimethylsilyl)amide). The solvent is C(C)(=O)OCC.CCCCCC (ethyl acetate hexane). Conditions: temperature -78 celsius, time 1 hour. Yields the product [Si](C)(C)(C(C)(C)C)OCCC(C#N)CC1=CC=CC=C1 (2-(2-(t-butyldimethylsilyloxy)ethyl)-3-phenylpropionitrile). RXN SMILES: [C:1]1([CH2:7][CH2:8][C:9]#[N:10])[CH:6]=[CH:5][CH:4]=[CH:3][CH:2]=1.O1CCCC1.C[Si]([N-][Si](C)(C)C)(C)C.[Li+].[Si:26]([O:33][CH2:34][CH2:35]I)([C:29]([CH3:32])([CH3:31])[CH3:30])([CH3:28])[CH3:27]>C(OCC)(=O)C.CCCCCC>[Si:26]([O:33][CH2:34][CH2:35][CH:8]([CH2:7][C:1]1[CH:6]=[CH:5][CH:4]=[CH:3][CH:2]=1)[C:9]#[N:10])([C:29]([CH3:32])([CH3:31])[CH3:30])([CH3:28])[CH3:27] |f:2.3,5.6|. Procedure: Combine 3-phenylpropionitrile (2.0 g, 15.25 mmol) and tetrahydrofuran (15 mL). Cool to −78° C. using a dry-ice/acetone bath. Add a solution of lithium bis(trimethylsilyl)amide (16.0 mL, 1 M in THF, 16.0 mmol). After 1 hour, add 2-(t-butyldimethylsilyloxy)ethyl iodide (4.58 g, 16.0 mmol). After the addition of 2-(t-butyldimethylsilyloxy)ethyl iodide is complete, warm slowly to ambient temperature over about 7 hours. Add water and extract twice with ethyl acetate. Dry the combined organic layers o... The reactants are O=C(O)CONC(=O)NCc1ccc(Cl)cc1, CCOC(OCC)C(C)N(Cc1cccc2cccnc12)C(=O)C(N)Cc1ccc(OC(C)(C)C)cc1. The product is CCOC(OCC)C(C)N(Cc1cccc2cccnc12)C(=O)C(Cc1ccc(OC(C)(C)C)cc1)NC(=O)CONC(=O)NCc1ccc(Cl)cc1. As a reaction SMILES: [Cl:1][c:2]1[cH:3][cH:4][c:5]([CH2:6][NH:7][C:8]([NH:9][O:10][CH2:11][C:12](=[O:13])[OH:14])=[O:15])[cH:16][cH:17]1.[NH2:18][CH:19]([C:20](=[O:21])[N:22]([CH2:23][c:24]1[cH:25][cH:26][cH:27][c:28]2[cH:29][cH:30][cH:31][n:32][c:33]12)[CH:34]([CH:35]([O:36][CH2:37][CH3:38])[O:39][CH2:40][CH3:41])[CH3:42])[CH2:43][c:44]1[cH:45][cH:46][c:47]([O:50][C:51]([CH3:52])([CH3:53])[CH3:54])[cH:48][cH:49]1>>[Cl:1][c:2]1[cH:3][cH:4][c:5]([CH2:6][NH:7][C:8]([NH:9][O:10][CH2:11][C:12](=[O:14])[NH:18][CH:19]([C:20](=[O:21])[N:22]([CH2:23][c:24]2[cH:25][cH:26][cH:27][c:28]3[cH:29][cH:30][cH:31][n:32][c:33]23)[CH:34]([CH:35]([O:36][CH2:37][CH3:38])[O:39][CH2:40][CH3:41])[CH3:42])[CH2:43][c:44]2[cH:45][cH:46][c:47]([O:50][C:51]([CH3:52])([CH3:53])[CH3:54])[cH:48][cH:49]2)=[O:15])[cH:16][cH:17]1. Starting materials: ClC1=CC=C(C=C1)NC(=O)N(CCOCC1=CC=CC=C1)CC=1C=NC=CC1 (N-(4-chlorophenyl)-N'-(3-pyridylmethyl)-N'-2-(benzyloxy)ethyl urea), Br (hydrobromic acid), O (water). Run in C(C)(=O)OCC (ethyl acetate). The product is ClC1=CC=C(C=C1)N1C(N(CC1)CC=1C=NC=CC1)=O (1-(4-chlorophenyl)-3-(3-pyridylmethyl)-2-imidazolidinone). Yield: 53.9%. As a reaction SMILES: [Cl:1][C:2]1[CH:7]=[CH:6][C:5]([NH:8][C:9]([N:11]([CH2:22][C:23]2[CH:24]=[N:25][CH:26]=[CH:27][CH:28]=2)[CH2:12][CH2:13]OCC2C=CC=CC=2)=[O:10])=[CH:4][CH:3]=1.Br.O>C(OCC)(=O)C>[Cl:1][C:2]1[CH:3]=[CH:4][C:5]([N:8]2[CH2:13][CH2:12][N:11]([CH2:22][C:23]3[CH:24]=[N:25][CH:26]=[CH:27][CH:28]=3)[C:9]2=[O:10])=[CH:6][CH:7]=1. Reported procedure: To 5.81 g (14.7 mmol) of N-(4-chlorophenyl)-N'-(3-pyridylmethyl)-N'-2-(benzyloxy)ethyl urea in a 100 ml round-bottomed flask were added 65 ml of 48% hydrobromic acid at room temperature. The mixture was heated gradually and then heated for 4 hours at 95° to 100° C. The reaction mixture was cooled to room temperature, 20 ml of water were added, and further 50 ml of ethyl acetate were added to extract. The ethyl acetate layer was extracted with 30 ml of 6N hydrochloric acid, which was combined wit... Reactants: ClC1=NC=C2C(=C([N+](=CC2=C1)[O-])C1=C(C=CC=C1)Cl)I (7-chloro-3-(2-chlorophenyl)-4-iodo-2,6-naphthyridine 2-oxide), P(Cl)(Cl)Cl (phosphorus trichloride). The solvent is ClCCl (dichloromethane), ClCCl (dichloromethane). Reaction conditions: time 1 hour. Product: ClC1=NC=C2C(=C(N=CC2=C1)C1=C(C=CC=C1)Cl)I (7-chloro-3-(2-chlorophenyl)-4-iodo-2,6-naphthyridine). Isolated yield 47.5%. Reaction SMILES: [Cl:1][C:2]1[CH:11]=[C:10]2[C:5]([C:6]([I:20])=[C:7]([C:13]3[CH:18]=[CH:17][CH:16]=[CH:15][C:14]=3[Cl:19])[N+:8]([O-])=[CH:9]2)=[CH:4][N:3]=1.P(Cl)(Cl)Cl>ClCCl>[Cl:1][C:2]1[CH:11]=[C:10]2[C:5]([C:6]([I:20])=[C:7]([C:13]3[CH:18]=[CH:17][CH:16]=[CH:15][C:14]=3[Cl:19])[N:8]=[CH:9]2)=[CH:4][N:3]=1. Reported procedure: To a solution of 7-chloro-3-(2-chlorophenyl)-4-iodo-2,6-naphthyridine 2-oxide (870 mg, 2.1 mmol) in dichloromethane (13 mL) was added phosphorus trichloride (0.2 mL, 2.3 mmol). The reaction mixture was stirred at room temperature for 1 hour, and then diluted with dichloromethane (50 mL) and washed with saturated aqueous sodium bicarbonate solution (20 mL). The organic layer was separated, dried over sodium sulfate, filtered, and evaporated in vacuo to afford an orange residue that was purified b... The reactants are TEA, C(C)(C)(C)OC(=O)N1CC=2C=C3C(=CC2C[C@H]1C(N[C@@H](CC1=CC=C(C=C1)C1=C(C(=NC=C1)C)C)C(=O)OC)=O)OC[C@@H](O3)C3=CC=C(C=C3)O ((3S,8S)-8-{(S)-2-[4-(2,3-Dimethyl-pyridin-4-yl)-phenyl]-1-methoxycarbonyl-ethyl-carbamoyl}-3-(4-hydroxy-phenyl)-2,3,8,9-tetrahydro-6H-[1,4]dioxino[2,3-g]isoquinoline-7-carboxylic acid tert-butyl ester), ClC1=C(CBr)C(=CC=C1)Cl (2,6-dichlorobenzyl bromide), C([O-])([O-])=O.[K+].[K+] (potassium carbonate), N(=C=O)[C@H](C)C1=CC=CC=C1 (((R)-1-isocyanato-ethyl)-benzene). Solvent: CN(C)C=O (DMF), O (water). Product: ClC1=C(COC2=CC=C(C=C2)[C@@H]2OC=3C(=CC=4C[C@H](N(CC4C3)C(N[C@H](C)C3=CC=CC=C3)=O)C(=O)N[C@H](C(=O)O)CC3=CC=C(C=C3)C3=C(C(=NC=C3)C)C)OC2)C(=CC=C1)Cl ((S)-2-{[(3S,8S)-3-[4-(2,6-Dichloro-benzyloxy)-phenyl]-7-((R)-1-phenyl-ethylcarbamoyl)-2,3,6,7,8,9-hexahydro-[1,4]dioxino[2,3-g]isoquinoline-8-carbonyl]-amino}-3-[4-(2,3-dimethyl-pyridin-4-yl)-phenyl]-propionic acid). Reaction SMILES: C(O[C:6]([N:8]1[C@H:17]([C:18](=[O:40])[NH:19][C@H:20]([C:36]([O:38]C)=[O:37])[CH2:21][C:22]2[CH:27]=[CH:26][C:25]([C:28]3[CH:33]=[CH:32][N:31]=[C:30]([CH3:34])[C:29]=3[CH3:35])=[CH:24][CH:23]=2)[CH2:16][C:15]2[CH:14]=[C:13]3[O:41][CH2:42][C@H:43]([C:45]4[CH:50]=[CH:49][C:48]([OH:51])=[CH:47][CH:46]=4)[O:44][C:12]3=[CH:11][C:10]=2[CH2:9]1)=[O:7])(C)(C)C.[Cl:52][C:53]1[CH:60]=[CH:59][CH:58]=[C:57]([Cl:61])[C:54]=1[CH2:55]Br.C(=O)([O-])[O-].[K+].[K+].[N:68]([C@@H:71]([C:73]1[CH:78]=[CH:77][CH:76]=[CH:75][CH:74]=1)[CH3:72])=C=O>CN(C=O)C.O>[Cl:52][C:53]1[CH:60]=[CH:59][CH:58]=[C:57]([Cl:61])[C:54]=1[CH2:55][O:51][C:48]1[CH:47]=[CH:46][C:45]([C@H:43]2[CH2:42][O:41][C:13]3=[CH:14][C:15]4[CH2:16][C@@H:17]([C:18]([NH:19][C@@H:20]([CH2:21][C:22]5[CH:23]=[CH:24][C:25]([C:28]6[CH:33]=[CH:32][N:31]=[C:30]([CH3:34])[C:29]=6[CH3:35])=[CH:26][CH:27]=5)[C:36]([OH:38])=[O:37])=[O:40])[N:8]([C:6](=[O:7])[NH:68][C@@H:71]([C:73]5[CH:78]=[CH:77][CH:76]=[CH:75][CH:74]=5)[CH3:72])[CH2:9][C:10]=4[CH:11]=[C:12]3[O:44]2)=[CH:50][CH:49]=1 |f:2.3.4|. Procedure details: (3S,8S)-8-{(S)-2-[4-(2,3-Dimethyl-pyridin-4-yl)-phenyl]-1-methoxycarbonyl-ethyl-carbamoyl}-3-(4-hydroxy-phenyl)-2,3,8,9-tetrahydro-6H-[1,4]dioxino[2,3-g]isoquinoline-7-carboxylic acid tert-butyl ester was dissolved in DMF and 2,6-dichlorobenzyl bromide (2 eq.) and potassium carbonate (3 eq.) was added. The reaction mixture was stirred at room temperature and was poured onto EtOAc and water. The organic layer was dried over sodium sulfate and concentrated. The mixture was purified over silica (he... Starting materials: Cl (hydrochloric acid), COC1=C(C=2C3=C(NC2C(=C1C)C)C1=CC=CC=C1C3)C (5,10-dihydro-8-methoxy-6,7,9-trimethylindeno[1,2-b]indole), O1CCN(CC1)B (morpholino borane), Cl (hydrochloric acid). Run in O1CCOCC1 (dioxane). Product: COC1=C(C=2[C@@H]3[C@H](NC2C(=C1C)C)C1=CC=CC=C1C3)C (Cis-4b,5,9b,10-tetrahydro-8-methoxy-6,7,9-trimethylindeno[1,2-b]indole). As a reaction SMILES: [CH3:1][O:2][C:3]1[C:11]([CH3:12])=[C:10]([CH3:13])[C:9]2[NH:8][C:7]3[C:14]4[C:19]([CH2:20][C:6]=3[C:5]=2[C:4]=1[CH3:21])=[CH:18][CH:17]=[CH:16][CH:15]=4.O1CCN(B)CC1.Cl>O1CCOCC1>[CH3:1][O:2][C:3]1[C:11]([CH3:12])=[C:10]([CH3:13])[C:9]2[NH:8][C@@H:7]3[C:14]4[C:19]([CH2:20][C@@H:6]3[C:5]=2[C:4]=1[CH3:21])=[CH:18][CH:17]=[CH:16][CH:15]=4. Procedure details: To a solution of 0.65 g (0.00234 mol) of 5,10-dihydro-8-methoxy-6,7,9-trimethylindeno[1,2-b]indole and 0.95 g (0.00957 mol) of morpholino borane in 4 ml of dioxane was added dropwise 1 ml of concentrated hydrochloric acid. The mixture was refluxed for 30 minutes, cooled to room temperature whereupon 3 ml of 6N hydrochloric acid was added. The mixture was then refluxed for another 30 minutes. After cooling to room temperature, the crude mixture was partitioned between ether and aqueous sodium hyd...